Dataset: the Open Reaction Database (ORD), a public repository of structured organic reaction records. Task: describe an organic reaction: reactants, conditions, products, and yield Reactants: C(C)(C)OCCOCC1=CC=C(OCC2CO2)C=C1 (1-[4-(2-isopropoxyethoxymethyl)phenoxy]-2,3-epoxypropane), NCCCS(=O)(=O)C1=CC=C(C=C1)C=1C=CC(NN1)=O (6-[4-(3-aminopropylsulphonyl)phenyl]-3(2H)-pyridazinone). Product: C(C)(C)OCCOCC1=CC=C(OCC(CNCCCS(=O)(=O)C2=CC=C(C=C2)C=2CCC(NN2)=O)O)C=C1 (6-[4-[3-[3-(4-(2-Isopropoxyethoxymethyl)phenoxy)-2-hydroxypropylamino]propylsulphonyl]phenyl]-4,5-dihydro-3(2H)-pyridazinone). RXN SMILES: [CH:1]([O:4][CH2:5][CH2:6][O:7][CH2:8][C:9]1[CH:19]=[CH:18][C:12]([O:13][CH2:14][CH:15]2[O:17][CH2:16]2)=[CH:11][CH:10]=1)([CH3:3])[CH3:2].[NH2:20][CH2:21][CH2:22][CH2:23][S:24]([C:27]1[CH:32]=[CH:31][C:30]([C:33]2[CH:34]=[CH:35][C:36](=[O:39])[NH:37][N:38]=2)=[CH:29][CH:28]=1)(=[O:26])=[O:25]>>[CH:1]([O:4][CH2:5][CH2:6][O:7][CH2:8][C:9]1[CH:19]=[CH:18][C:12]([O:13][CH2:14][CH:15]([OH:17])[CH2:16][NH:20][CH2:21][CH2:22][CH2:23][S:24]([C:27]2[CH:28]=[CH:29][C:30]([C:33]3[CH2:34][CH2:35][C:36](=[O:39])[NH:37][N:38]=3)=[CH:31][CH:32]=2)(=[O:25])=[O:26])=[CH:11][CH:10]=1)([CH3:3])[CH3:2]. Procedure details: Prepared analogously to Example 1 from 1-[4-(2-isopropoxyethoxymethyl)phenoxy]-2,3-epoxypropane and 6-[4-(3-aminopropylsulphonyl)phenyl]-3(2H)-pyridazinone. Reactants: C1CCOC1, CCOC(=O)C1CCOc2cc(Oc3ccc(C(=O)NCCc4ccc(C5CC5)cc4OC)cc3)c(Cl)cc21, CCO, CCOC(C)=O, Cl, [Na+], [OH-]. Yields the product COc1cc(C2CC2)ccc1CCNC(=O)c1ccc(Oc2cc3c(cc2Cl)C(C(=O)O)CCO3)cc1. RXN SMILES: [CH2:42]1[O:43][CH2:44][CH2:45][CH2:46]1.[CH3:1][O:2][c:3]1[c:4]([CH2:5][CH2:6][NH:7][C:8](=[O:9])[c:10]2[cH:11][cH:12][c:13]([O:14][c:15]3[c:16]([Cl:30])[cH:17][c:18]4[c:23]([cH:24]3)[O:22][CH2:21][CH2:20][CH:19]4[C:25](=[O:26])[O:27][CH2:28][CH3:29])[cH:31][cH:32]2)[cH:33][cH:34][c:35]([CH:37]2[CH2:38][CH2:39]2)[cH:36]1.[CH3:47][CH2:48][OH:49].[CH3:50][CH2:51][O:52][C:53]([CH3:54])=[O:55].[ClH:56].[Na+:41].[OH-:40]>>[CH3:1][O:2][c:3]1[c:4]([CH2:5][CH2:6][NH:7][C:8](=[O:9])[c:10]2[cH:11][cH:12][c:13]([O:14][c:15]3[c:16]([Cl:30])[cH:17][c:18]4[c:23]([cH:24]3)[O:22][CH2:21][CH2:20][CH:19]4[C:25](=[O:26])[OH:27])[cH:31][cH:32]2)[cH:33][cH:34][c:35]([CH:37]2[CH2:38][CH2:39]2)[cH:36]1. Reactants: C(C1=CC=NC=C1)(=O)OC (methyl isonicotinate), FC1=CC=C(C=C1)CC(C)=O (4-fluorophenylacetone), C[O-].[Na+] (sodium methoxide), NN (hydrazine), C(C1=CC=NC=C1)(=O)OC (methyl isonicotinate), C[O-].[Na+] (Sodium methoxide), β-diketone. Run in C(C)(=O)O (acetic acid), C(C)O (ethanol), C1CCOC1 (THF). Run at time 2 hour. Product: FC1=CC=C(CC2=CC(=NN2)C2=CC=NC=C2)C=C1 (4-[5-(4-fluorobenzyl)-1H-pyrazol-3-yl]pyridine). Yield: 39.7%. As a reaction SMILES: [C:1](OC)(=O)[C:2]1[CH:7]=[CH:6][N:5]=[CH:4][CH:3]=1.[F:11][C:12]1[CH:17]=[CH:16][C:15]([CH2:18][C:19](=O)[CH3:20])=[CH:14][CH:13]=1.C[O-].[Na+].[NH2:25][NH2:26]>C(O)(=O)C.C(O)C.C1COCC1>[F:11][C:12]1[CH:17]=[CH:16][C:15]([CH2:18][C:19]2[NH:26][N:25]=[C:1]([C:2]3[CH:7]=[CH:6][N:5]=[CH:4][CH:3]=3)[CH:20]=2)=[CH:14][CH:13]=1 |f:2.3|. Procedure: A 22 liter, three-neck, round bottom flask equipped with a mechanical stirrer, thermocouple, and reflux condenser with N2 inlet adapter was charged with THF (6.0 L), methyl isonicotinate (259.1 g, 1.89 mol), and 4-fluorophenylacetone (287.5 g, 1.89 mol). Sodium methoxide (204.3 g, 3.78 mol) was added in several portions. The addition of sodium methoxide is slightly exothermic. The reaction mixture turned orange and was heated to reflux for 2 hours. After 2 hours, the absence of methyl isonicotin... Starting materials: FC1=C(C=C(C(=O)O)C=C1)[N+](=O)[O-] (4-fluoro-3-nitrobenzoic acid), C(CC)N (1-propanamine), CS(=O)C (dimethyl sulfoxide). Run in O (water). Run at temperature 60 celsius, time 3 hour. The product is [N+](=O)([O-])C=1C=C(C(=O)O)C=CC1NCCC (3-nitro-4-(propylamino)benzoic acid). RXN SMILES: F[C:2]1[CH:10]=[CH:9][C:5]([C:6]([OH:8])=[O:7])=[CH:4][C:3]=1[N+:11]([O-:13])=[O:12].[CH2:14]([NH2:17])[CH2:15][CH3:16].CS(C)=O>O>[N+:11]([C:3]1[CH:4]=[C:5]([CH:9]=[CH:10][C:2]=1[NH:17][CH2:14][CH2:15][CH3:16])[C:6]([OH:8])=[O:7])([O-:13])=[O:12]. Procedure: A mixture of 7.1 parts of 4-fluoro-3-nitrobenzoic acid, 9.1 parts of 1-propanamine and 25 parts of dimethyl sulfoxide is stirred for 3 hours at 60° C. The reaction mixture is poured onto 150 parts of water. The precipitated product is filtered off, washed with water and dried, yielding 8.8 parts of 3-nitro-4-(propylamino)benzoic acid; mp. 208° C. As a reaction SMILES: [C:27]1(=[O:34])[CH2:28][CH2:29][CH2:30][C:31](=[O:32])[O:33]1.[CH:35]([Cl:36])([Cl:37])[Cl:38].[NH2:1][CH:2]([CH:3]([CH2:4][NH:5][C:6]1([c:9]2[cH:10][c:11]([CH2:15][CH3:16])[cH:12][cH:13][cH:14]2)[CH2:7][CH2:8]1)[OH:17])[CH2:18][c:19]1[cH:20][c:21]([F:26])[cH:22][c:23]([F:25])[cH:24]1>>[NH:1]([CH:2]([CH:3]([CH2:4][NH:5][C:6]1([c:9]2[cH:10][c:11]([CH2:15][CH3:16])[cH:12][cH:13][cH:14]2)[CH2:7][CH2:8]1)[OH:17])[CH2:18][c:19]1[cH:20][c:21]([F:26])[cH:22][c:23]([F:25])[cH:24]1)[C:27]([CH2:28][CH2:29][CH2:30][C:31](=[O:32])[OH:33])=[O:34]. Product: CCc1cccc(C2(NCC(O)C(Cc3cc(F)cc(F)c3)NC(=O)CCCC(=O)O)CC2)c1. Reactants: O=C1CCCC(=O)O1, ClC(Cl)Cl, CCc1cccc(C2(NCC(O)C(N)Cc3cc(F)cc(F)c3)CC2)c1. The reactants are CO, [Na+], [OH-], O, COC(=O)COc1ccc2cc(-c3ccc(-c4ccccc4)n3-c3ccccc3)ccc2c1. The product is O=C(O)COc1ccc2cc(-c3ccc(-c4ccccc4)n3-c3ccccc3)ccc2c1. As a reaction SMILES: [CH3:36][OH:37].[Na+:35].[OH-:34].[OH2:38].[c:1]1(-[n:7]2[c:8](-[c:18]3[cH:19][c:20]4[cH:21][cH:22][c:23]([O:28][CH2:29][C:30](=[O:31])[O:32][CH3:33])[cH:24][c:25]4[cH:26][cH:27]3)[cH:9][cH:10][c:11]2-[c:12]2[cH:13][cH:14][cH:15][cH:16][cH:17]2)[cH:2][cH:3][cH:4][cH:5][cH:6]1>>[c:1]1(-[n:7]2[c:8](-[c:18]3[cH:19][c:20]4[cH:21][cH:22][c:23]([O:28][CH2:29][C:30](=[O:31])[OH:32])[cH:24][c:25]4[cH:26][cH:27]3)[cH:9][cH:10][c:11]2-[c:12]2[cH:13][cH:14][cH:15][cH:16][cH:17]2)[cH:2][cH:3][cH:4][cH:5][cH:6]1. RXN SMILES: [CH2:1]([O:3][C:4]([C@@H:6]1[CH2:8][C@H:7]1[C@:9]([NH2:16])([CH3:15])[C:10]([F:14])([F:13])[CH2:11][OH:12])=[O:5])[CH3:2].[N:17]#[C:18]Br>>[CH2:1]([O:3][C:4]([C@@H:6]1[CH2:8][C@H:7]1[C@:9]1([CH3:15])[C:10]([F:14])([F:13])[CH2:11][O:12][C:18]([NH2:17])=[N:16]1)=[O:5])[CH3:2]. Yield: 88.0%. Procedure details: Starting from (1R,2R)-2-((R)-1-amino-2,2-difluoro-3-hydroxy-1-methyl-propyl)-cyclopropane-carboxylic acid ethyl ester (intermediate J5.2) the cyclization with cyanogen bromide yielded the (1R,2R)-2-((R)-2-amino-5,5-difluoro-4-methyl-5,6-dihydro-4H-[1,3]oxazin-4-yl)-cyclopropanecarboxylic acid ethyl ester (88% yield) as a white solid. MS (ISP): m/z=263.2 [M+H]+. Reactants: C(C)OC(=O)[C@H]1[C@@H](C1)[C@@](C(CO)(F)F)(C)N ((1R,2R)-2-((R)-1-amino-2,2-difluoro-3-hydroxy-1-methyl-propyl)-cyclopropane-carboxylic acid ethyl ester), N#CBr (cyanogen bromide). Product: C(C)OC(=O)[C@H]1[C@@H](C1)[C@]1(N=C(OCC1(F)F)N)C ((1R,2R)-2-((R)-2-amino-5,5-difluoro-4-methyl-5,6-dihydro-4H-[1,3]oxazin-4-yl)-cyclopropanecarboxylic acid ethyl ester). Starting materials: C(C1=CC=CC=C1)OC1=C(C=C(C=C1)C(CCCC1=CC=CC=C1)=O)OC (4'-(benzyloxy)-3'-methoxy-4-phenylbutyrophenone), CCCCCC (hexane), ice water, N (ammonia). Solvent: Br (hydrobromic acid), C(C)(=O)O (acetic acid), CCOCC (ether). The product is OC1=C(C=C(C=C1)C(CCCC1=CC=CC=C1)=O)OC (4'-hydroxy-3'-methoxy-4-phenylbutyrophenone). RXN SMILES: C([O:8][C:9]1[CH:14]=[CH:13][C:12]([C:15](=[O:25])[CH2:16][CH2:17][CH2:18][C:19]2[CH:24]=[CH:23][CH:22]=[CH:21][CH:20]=2)=[CH:11][C:10]=1[O:26][CH3:27])C1C=CC=CC=1.N.CCCCCC>Br.C(O)(=O)C.CCOCC>[OH:8][C:9]1[CH:14]=[CH:13][C:12]([C:15](=[O:25])[CH2:16][CH2:17][CH2:18][C:19]2[CH:20]=[CH:21][CH:22]=[CH:23][CH:24]=2)=[CH:11][C:10]=1[O:26][CH3:27]. Procedure: A solution of 7.0 g of 4'-(benzyloxy)-3'-methoxy-4-phenylbutyrophenone in 40 ml of 33 percent hydrobromic acid in glacial acetic acid is stirred at room temperature for 5 hours and subsequently poured into 500 ml of ice-water. The solution is adjusted to pH 6.0 by the addition of conc. ammonia and extracted three times with 250 ml of ethyl acetate each time. The organic phase is washed three times with 50 ml of water each time, dried over sodium sulfate and evaporated. The oil obtained is dissol...